This data is from the Open Reaction Database (ORD), a public repository of structured organic reaction records. The task is: describe an organic reaction: reactants, conditions, products, and yield Reactants: BrC1=NC=CC(=C1)C1(N=C(C2=C(C=CC=C12)F)N)C1=CC(=NC=C1)C1CC1 (1-(2-Bromopyridin-4-yl)-1-(2-cyclopropylpyridin-4-yl)-4-fluoro-1H-isoindol-3-amine), N1=CN=CC(=C1)B(O)O (5-pyrimidinylboronic acid), C([O-])([O-])=O.[Cs+].[Cs+] (cesium carbonate). The reagents and catalysts are C1=CC=C(C=C1)P([C-]2C=CC=C2)C3=CC=CC=C3.C1=CC=C(C=C1)P([C-]2C=CC=C2)C3=CC=CC=C3.Cl[Pd]Cl.[Fe+2] ([1,1′-bis(diphenylphosphino)ferrocene]palladium(II) chloride). Solvent: COCCOC.CCO.O (DME EtOH water). Reaction conditions: temperature 150 celsius. Product: C1(CC1)C1=NC=CC(=C1)C1(N=C(C2=C(C=CC=C12)F)N)C1=CC(=NC=C1)C=1C=NC=NC1 (1-(2-Cyclopropylpyridin-4-yl)-4-fluoro-1-(2-(pyrimidin-5-yl)pyridin-4-yl)-1H-isoindol-3-amine). Yield: 50.5%. RXN SMILES: Br[C:2]1[CH:7]=[C:6]([C:8]2([C:19]3[CH:24]=[CH:23][N:22]=[C:21]([CH:25]4[CH2:27][CH2:26]4)[CH:20]=3)[C:16]3[C:11](=[C:12]([F:17])[CH:13]=[CH:14][CH:15]=3)[C:10]([NH2:18])=[N:9]2)[CH:5]=[CH:4][N:3]=1.[N:28]1[CH:33]=[C:32](B(O)O)[CH:31]=[N:30][CH:29]=1.C(=O)([O-])[O-].[Cs+].[Cs+]>C1C=CC(P(C2C=CC=CC=2)[C-]2C=CC=C2)=CC=1.C1C=CC(P(C2C=CC=CC=2)[C-]2C=CC=C2)=CC=1.Cl[Pd]Cl.[Fe+2].COCCOC.CCO.O>[CH:25]1([C:21]2[CH:20]=[C:19]([C:8]3([C:6]4[CH:5]=[CH:4][N:3]=[C:2]([C:32]5[CH:33]=[N:28][CH:29]=[N:30][CH:31]=5)[CH:7]=4)[C:16]4[C:11](=[C:12]([F:17])[CH:13]=[CH:14][CH:15]=4)[C:10]([NH2:18])=[N:9]3)[CH:24]=[CH:23][N:22]=2)[CH2:27][CH2:26]1 |f:2.3.4,5.6.7.8,9.10.11|. Procedure: 1-(2-Bromopyridin-4-yl)-1-(2-cyclopropylpyridin-4-yl)-4-fluoro-1H-isoindol-3-amine (92 mg, 0.22 mmol), 5-pyrimidinylboronic acid (35.0 mg, 0.28 mmol), [1,1′-bis(diphenylphosphino)ferrocene]palladium(II) chloride (8.87 mg, 10.87 μmol), cesium carbonate (0.052 mL, 0.65 mmol) and DME:EtOH:water (6:3:1) (3.00 mL) were put in a microwave vial and heated at 150° C. in a microwave reactor for 20 min. The mixture was filtered through a syringe filter and purified by prep-HPLC. The desired fractions were... Reactants: N (ammonia), [H][H] (hydrogen), CC1=C(C(=C(C2=C1COC2=O)O[C@H]3[C@@H]([C@H]([C@@H]([C@H](O3)C(=O)O)O)O)O)C/C=C(\C)/CCC(=O)O)OC (MPaG), C(CCCCCCCCCCCCCCCCC)O (stearyl alcohol), [H][H] (hydrogen), CC1=C(C(=C(C2=C1COC2=O)O[C@H]3[C@@H]([C@H]([C@@H]([C@H](O3)C(=O)O)O)O)O)C/C=C(\C)/CCC(=O)O)OC (MPaG). Reagents/catalysts: catalyst ( G ). Run at time 3 hour. The product is C(CCCCCCCCCCC)NCCCCCCCCCCCC (dilauryl amine). Reaction SMILES: C(O)CCCCC[CH2:7][CH2:8][CH2:9][CH2:10][CH2:11][CH2:12][CH2:13][CH2:14][CH2:15][CH2:16][CH2:17][CH3:18].[H][H].[CH3:22][C:23]1[C:28]2COC(=O)[C:27]=2[C:26](O[C@@H]2O[C@H](C(O)=O)[C@@H](O)[C@H](O)[C@H]2O)=[C:25]([CH2:46]/[CH:47]=[C:48](/[CH2:50][CH2:51][C:52](O)=O)\C)C=1OC.[NH3:57]>>[CH2:52]([NH:57][CH2:7][CH2:8][CH2:9][CH2:10][CH2:11][CH2:12][CH2:13][CH2:14][CH2:15][CH2:16][CH2:17][CH3:18])[CH2:51][CH2:50][CH2:48][CH2:47][CH2:46][CH2:25][CH2:26][CH2:27][CH2:28][CH2:23][CH3:22]. Procedure details: A 500 mL autoclave of an electromagnetic induction rotary agitation type was charged with 150 g (0.55 mol) of stearyl alcohol and 3 g of the catalyst (G) produced in Preparation Example 6 (2.0% by mass on the basis of the raw alcohol), and then the contents of the autoclave were heated to 220° C. in a hydrogen atmosphere (0 MPaG) while stirring (at 1000 rpm). Then, while flowing ammonia and hydrogen through the autoclave at rates of 19.1 g (1.1 mol)/h and 2.6 L (0.12 mol)/h, respectively, so as ... Starting materials: P(Br)(Br)Br (Phosphorous tribromide), C(C)C=1C=C(C=CC1)CO (3-Ethylphenylmethanol), O (water). Solvent: C1=CC=CC=C1 (benzene). Conditions: time 3 hour. Product: BrCC1=CC(=CC=C1)CC (1-Bromomethyl-3-ethylbenzene). As a reaction SMILES: P(Br)(Br)[Br:2].[CH2:5]([C:7]1[CH:8]=[C:9]([CH2:13]O)[CH:10]=[CH:11][CH:12]=1)[CH3:6].O>C1C=CC=CC=1>[Br:2][CH2:13][C:9]1[CH:10]=[CH:11][CH:12]=[C:7]([CH2:5][CH3:6])[CH:8]=1. Reported procedure: Phosphorous tribromide (5.3 ml) was added to a solution of the product from step (i) (7.6 g) in benzene (150 ml) at 0° C. After 3 hours, water (40 ml) was added and the mixture warmed to room temperature and extracted with ethyl acetate. The organic phase was dried (MgSO4) and evaporated. Purified by chromatography eluting with 2% ethyl acetate in isohexane. Yield 8.0 g. The reactants are O=C([O-])[O-], CN(C)C=O, ClCC=Cc1ccc(Cl)cc1, [K+], [K+], COC(=O)c1ccc(N)c(N)c1. Product: COC(=O)c1ccc(N)c(NCC=Cc2ccc(Cl)cc2)c1. As a reaction SMILES: [C:13](=[O:14])([O-:15])[O-:16].[CH3:30][N:31]([CH3:32])[CH:33]=[O:34].[Cl:19][c:20]1[cH:21][cH:22][c:23]([CH:24]=[CH:25][CH2:26][Cl:27])[cH:28][cH:29]1.[K+:17].[K+:18].[NH2:1][c:2]1[cH:3][c:4]([C:5](=[O:6])[O:7][CH3:8])[cH:9][cH:10][c:11]1[NH2:12]>>[NH:1]([c:2]1[cH:3][c:4]([C:5](=[O:6])[O:7][CH3:8])[cH:9][cH:10][c:11]1[NH2:12])[CH2:26][CH:25]=[CH:24][c:23]1[cH:22][cH:21][c:20]([Cl:19])[cH:29][cH:28]1. The reactants are C(C)C=1C(=NC(=CN1)CC)N[C@H]1[C@H](CC2=CC=CC=C12)O ((1R,2S)-1-[(3,6-diethylpyrazin-2-yl)amino]-2,3-dihydro-1H-inden-2-ol), N[C@H]1[C@@H](CCC2=CC=CC=C12)O ((trans)-1-amino-1,2,3,4-tetrahydronaphthalen-2-ol). Product: C(C)C=1C(=NC(=CN1)CC)N[C@H]1[C@@H](CCC2=CC=CC=C12)O ((trans)-1-[(3,6-diethylpyrazin-2-yl)amino]-1,2,3,4-tetrahydronaphthalen-2-ol). RXN SMILES: [CH2:1]([C:3]1[C:4]([NH:11][C@@H:12]2[C:20]3[C:15](=[CH:16][CH:17]=[CH:18][CH:19]=3)[CH2:14][C@@H:13]2[OH:21])=[N:5][C:6]([CH2:9][CH3:10])=[CH:7][N:8]=1)[CH3:2].N[C@@H:23]1C2C(=CC=CC=2)CC[C@H]1O>>[CH2:1]([C:3]1[C:4]([NH:11][C@@H:12]2[C:20]3[C:15](=[CH:16][CH:17]=[CH:18][CH:19]=3)[CH2:23][CH2:14][C@H:13]2[OH:21])=[N:5][C:6]([CH2:9][CH3:10])=[CH:7][N:8]=1)[CH3:2]. Procedure: Following the procedure for the preparation of (1R,2S)-1-[(3,6-diethylpyrazin-2-yl)amino]-2,3-dihydro-1H-inden-2-ol but substituting (trans)-1-amino-1,2,3,4-tetrahydronaphthalen-2-ol and making non-critical variations provided the title compound as a oil: 1H NMR (CDCl3) δ 1.27-1.34, 2.01, 2.24, 2.64, 2.84, 2.93, 4.03, 4.76, 5.06, 5.17, 7.19-7.21, 7.25-7.27, 7.34-7.37, 7.66; The reactants are CN(C)C1CCc2oc3ccc(C(=O)Cl)cc3c2C1, CCN. Yields the product CCNC(=O)c1ccc2oc3c(c2c1)CC(N(C)C)CC3. RXN SMILES: [CH3:1][N:2]([CH:3]1[CH2:4][c:5]2[c:6]([o:7][c:8]3[c:9]2[cH:10][c:11]([C:14](=[O:15])[Cl:16])[cH:12][cH:13]3)[CH2:17][CH2:18]1)[CH3:19].[CH3:20][CH2:21][NH2:22]>>[CH3:1][N:2]([CH:3]1[CH2:4][c:5]2[c:6]([o:7][c:8]3[c:9]2[cH:10][c:11]([C:14](=[O:15])[NH:22][CH2:21][CH3:20])[cH:12][cH:13]3)[CH2:17][CH2:18]1)[CH3:19]. Reactants: O=C([O-])[O-], Cc1ccc(S(=O)(=O)OCCC2CCN(C(=O)OC(C)(C)C)CC2)cc1, [K+], [K+], CN(C)C=O, COc1cc2c(=O)n(COC(=O)C(C)(C)C)cnc2cc1O. Product: COc1cc2c(=O)n(COC(=O)C(C)(C)C)cnc2cc1OCCC1CCN(C(=O)OC(C)(C)C)CC1. As a reaction SMILES: [C:49](=[O:50])([O-:51])[O-:52].[CH3:23][c:24]1[cH:25][cH:26][c:27]([S:28]([O:29][CH2:34][CH2:35][CH:36]2[CH2:37][CH2:38][N:39]([C:42](=[O:43])[O:44][C:45]([CH3:46])([CH3:47])[CH3:48])[CH2:40][CH2:41]2)(=[O:30])=[O:31])[cH:32][cH:33]1.[K+:53].[K+:54].[O:55]=[CH:56][N:57]([CH3:58])[CH3:59].[OH:1][c:2]1[c:3]([O:21][CH3:22])[cH:4][c:5]2[c:6](=[O:20])[n:7]([CH2:12][O:13][C:14]([C:15]([CH3:16])([CH3:17])[CH3:18])=[O:19])[cH:8][n:9][c:10]2[cH:11]1>>[O:1]([c:2]1[c:3]([O:21][CH3:22])[cH:4][c:5]2[c:6](=[O:20])[n:7]([CH2:12][O:13][C:14]([C:15]([CH3:16])([CH3:17])[CH3:18])=[O:19])[cH:8][n:9][c:10]2[cH:11]1)[CH2:34][CH2:35][CH:36]1[CH2:37][CH2:38][N:39]([C:42](=[O:43])[O:44][C:45]([CH3:46])([CH3:47])[CH3:48])[CH2:40][CH2:41]1. Starting materials: FC=1C=C(OCCN2CCCC2)C=CC1[N+](=O)[O-] (1-[2-(3-fluoro-4-nitro-phenoxy)-ethyl]-pyrrolidine). Reagents/catalysts: [Pd] (palladium on carbon). The solvent is CO (MeOH). Conditions: time 0.5 hour. Yields the product FC1=C(C=CC(=C1)OCCN1CCCC1)N (2-Fluoro-4-(2-pyrrolidin-1-yl-ethoxy)-phenylamine). As a reaction SMILES: [F:1][C:2]1[CH:3]=[C:4]([CH:13]=[CH:14][C:15]=1[N+:16]([O-])=O)[O:5][CH2:6][CH2:7][N:8]1[CH2:12][CH2:11][CH2:10][CH2:9]1>[Pd].CO>[F:1][C:2]1[CH:3]=[C:4]([O:5][CH2:6][CH2:7][N:8]2[CH2:9][CH2:10][CH2:11][CH2:12]2)[CH:13]=[CH:14][C:15]=1[NH2:16]. Reported procedure: A suspension of 1-[2-(3-fluoro-4-nitro-phenoxy)-ethyl]-pyrrolidine (1.96 g, 7.7 mmol) and 10% palladium on carbon (0.2 g) in MeOH (40 mL) is stirred for 0.5 h at RT, under a hydrogen atmosphere. The reaction mixture is filtered through a pad of celite and concentrated to provide the title compound. ESI-MS: 225.1 [MH]+; tR=0.95 min (system 1). Reactants: COC(C(CC(C)C)C=1C=C(C=C(C1)O)C1=CC=C(C=C1)C(F)(F)F)=O (2-(5-Hydroxy-4′-trifluoromethyl-biphenyl-3-yl)-4-methyl-pentanoic acid methyl ester), FC1=CC=C(C=C1)B(O)O (4-fluorobenzeneboronic acid). Yields the product COC(C(CC(C)C)C=1C=C(C=C(C1)OC1=CC=C(C=C1)F)C1=CC=C(C=C1)C(F)(F)F)=O (2-[5-(4-Fluoro-phenoxy)-4′-trifluoromethyl-biphenyl-3-yl]-4-methyl-pentanoic acid methyl ester). Isolated yield 43.0%. Reaction SMILES: [CH3:1][O:2][C:3](=[O:26])[CH:4]([C:9]1[CH:10]=[C:11]([C:16]2[CH:21]=[CH:20][C:19]([C:22]([F:25])([F:24])[F:23])=[CH:18][CH:17]=2)[CH:12]=[C:13]([OH:15])[CH:14]=1)[CH2:5][CH:6]([CH3:8])[CH3:7].[F:27][C:28]1[CH:33]=[CH:32][C:31](B(O)O)=[CH:30][CH:29]=1>>[CH3:1][O:2][C:3](=[O:26])[CH:4]([C:9]1[CH:10]=[C:11]([C:16]2[CH:17]=[CH:18][C:19]([C:22]([F:23])([F:25])[F:24])=[CH:20][CH:21]=2)[CH:12]=[C:13]([O:15][C:31]2[CH:32]=[CH:33][C:28]([F:27])=[CH:29][CH:30]=2)[CH:14]=1)[CH2:5][CH:6]([CH3:8])[CH3:7]. Procedure: The title compound was prepared in 43% yield from 2-(5-hydroxy-4′-trifluoromethyl-biphenyl-3-yl)-4-methyl-pentanoic acid methyl ester (prepared in Example 15, step (f)) and 4-fluorobenzeneboronic acid under the conditions described in Example 15, step (g). Reactants: [Si](C1=CC=CC=C1)(C1=CC=CC=C1)(C(C)(C)C)OCC1=NC=C(C(=C1N1C[C@H](O[C@H](C1)C)C)Cl)F ((2R,6S)-4-(2-((tert-butyldiphenylsilyloxy)methyl)-4-chloro-5-fluoropyridin-3-yl)-2,6-dimethylmorpholine), [Si](C1=CC=CC=C1)(C1=CC=CC=C1)(C(C)(C)C)OCC1=NC=C(C(=C1N1C[C@H](O[C@H](C1)C)C)Cl)F ((2R,6S)-4-(2-((tert-butyldiphenylsilyloxy)methyl)-4-chloro-5-fluoropyridin-3-yl)-2,6-dimethylmorpholine), CC1=CN=C(S1)C=O (5-methylthiazole-2-carbaldehyde). Yields the product [Si](C1=CC=CC=C1)(C1=CC=CC=C1)(C(C)(C)C)OCC1=C(C(=C(C(=N1)C(O)C=1SC(=CN1)C)F)Cl)N1C[C@H](O[C@H](C1)C)C ((6-((tert-butyldiphenylsilyloxy)methyl)-4-chloro-5-((2R,6S)-2,6-dimethylmorpholino)-3-fluoropyridin-2-yl)(5-methylthiazol-2-yl)methanol). Reaction SMILES: [Si:1]([O:18][CH2:19][C:20]1[C:25]([N:26]2[CH2:31][C@H:30]([CH3:32])[O:29][C@H:28]([CH3:33])[CH2:27]2)=[C:24]([Cl:34])[C:23]([F:35])=[CH:22][N:21]=1)([C:14]([CH3:17])([CH3:16])[CH3:15])([C:8]1[CH:13]=[CH:12][CH:11]=[CH:10][CH:9]=1)[C:2]1[CH:7]=[CH:6][CH:5]=[CH:4][CH:3]=1.[CH3:36][C:37]1[S:41][C:40]([CH:42]=[O:43])=[N:39][CH:38]=1>>[Si:1]([O:18][CH2:19][C:20]1[N:21]=[C:22]([CH:42]([C:40]2[S:41][C:37]([CH3:36])=[CH:38][N:39]=2)[OH:43])[C:23]([F:35])=[C:24]([Cl:34])[C:25]=1[N:26]1[CH2:31][C@H:30]([CH3:32])[O:29][C@H:28]([CH3:33])[CH2:27]1)([C:14]([CH3:17])([CH3:15])[CH3:16])([C:8]1[CH:13]=[CH:12][CH:11]=[CH:10][CH:9]=1)[C:2]1[CH:3]=[CH:4][CH:5]=[CH:6][CH:7]=1. Procedure: Starting materials: (2R,6S)-4-(2-((tert-butyldiphenylsilyloxy)methyl)-4-chloro-5-fluoropyridin-3-yl)-2,6-dimethylmorpholine (Intermediate 45) and 5-methylthiazole-2-carbaldehyde.